This data is from the Open Reaction Database (ORD), a public repository of structured organic reaction records. The task is: describe an organic reaction: reactants, conditions, products, and yield Reactants: C(\C=C/C(=O)O)(=O)O.C(C)N1N(CC(C1)N1C(C=2C(C1=O)=CC=CC2)=O)CC (1,2-diethyl-4-phthalimidopyrazolidine maleate), FC1=CC=C(C(=O)Cl)C=C1 (p-fluorobenzoyl chloride). The product is FC1=CC=C(C(=O)NC2CN(N(C2)CC)CC)C=C1 (4-Fluoro-N-(1,2-diethyl-4-pyrazolidinyl)benzamide). RXN SMILES: C(O)(=O)/C=C\C(O)=O.[CH2:9]([N:11]1[CH2:15][CH:14]([N:16]2C(=O)[C:19]3=[CH:22][CH:23]=[CH:24][CH:25]=[C:18]3[C:17]2=[O:26])[CH2:13][N:12]1[CH2:27][CH3:28])[CH3:10].[F:29]C1C=CC(C(Cl)=O)=CC=1>>[F:29][C:23]1[CH:22]=[CH:19][C:18]([C:17]([NH:16][CH:14]2[CH2:15][N:11]([CH2:9][CH3:10])[N:12]([CH2:27][CH3:28])[CH2:13]2)=[O:26])=[CH:25][CH:24]=1 |f:0.1|. Reported procedure: The title compound was prepared as described in Example 2 of U.S. Pat. No. 4,207,327 from 1,2-diethyl-4-phthalimidopyrazolidine maleate and p-fluorobenzoyl chloride, m.p. 114°-116° C. The reactants are C#CCCO, CC(C)NC(C)C, [Cu]I, Fc1ccc(-c2nc(I)n(CCCc3ccccc3)c2-c2ccncc2)cc1. Product: OCCC#Cc1nc(-c2ccc(F)cc2)c(-c2ccncc2)n1CCCc1ccccc1. RXN SMILES: [CH2:29]([CH2:30][C:31]#[CH:32])[OH:33].[CH:34]([NH:35][CH:36]([CH3:37])[CH3:38])([CH3:39])[CH3:40].[Cu:41][I:42].[F:1][c:2]1[cH:3][cH:4][c:5](-[c:8]2[n:9][c:10]([I:28])[n:11]([CH2:19][CH2:20][CH2:21][c:22]3[cH:23][cH:24][cH:25][cH:26][cH:27]3)[c:12]2-[c:13]2[cH:14][cH:15][n:16][cH:17][cH:18]2)[cH:6][cH:7]1>>[F:1][c:2]1[cH:3][cH:4][c:5](-[c:8]2[n:9][c:10]([C:32]#[C:31][CH2:30][CH2:29][OH:33])[n:11]([CH2:19][CH2:20][CH2:21][c:22]3[cH:23][cH:24][cH:25][cH:26][cH:27]3)[c:12]2-[c:13]2[cH:14][cH:15][n:16][cH:17][cH:18]2)[cH:6][cH:7]1. The reactants are C1(CCCCC1)CC(C(=O)O)NC(=O)C1=CC2=C(N(C(=N2)C=2C=C3N=CC(=NC3=CC2)C2=CC=CC=C2)C2CCCCC2)C=C1 (3-Cyclohexyl-2-{[1-cyclohexyl-2-(2-phenyl-quinoxalin-6-yl)-1H-benzoimidazole-5-carbonyl]-amino}-propionic acid), N([C@@H](CC1CCCCC1)C(=O)O)C(=O)OCC1C2=CC=CC=C2C2=CC=CC=C12 (Fmoc-Cha). Product: C1(CCCCC1)C(C(=O)O)NC(=O)C1=CC2=C(N(C(=N2)C=2C=C3N=CC(=NC3=CC2)C2=CC=CC=C2)C2CCCCC2)C=C1 (Cyclohexyl-{[1-cyclohexyl-2-(2-phenyl-quinoxalin-6-yl)-1H-benzoimidazole-5-carbonyl]-amino}-acetic acid). The yield is 48.0%. RXN SMILES: C1(C[CH:8]([NH:12][C:13]([C:15]2[CH:45]=[CH:44][C:18]3[N:19]([CH:38]4[CH2:43][CH2:42][CH2:41][CH2:40][CH2:39]4)[C:20]([C:22]4[CH:23]=[C:24]5[C:29](=[CH:30][CH:31]=4)[N:28]=[C:27](C4C=CC=CC=4)[CH:26]=[N:25]5)=[N:21][C:17]=3[CH:16]=2)=[O:14])[C:9]([OH:11])=[O:10])CCCCC1.N(C(OCC1C2C(=CC=CC=2)C2C1=CC=CC=2)=O)[C@H](C(O)=O)C[CH:49]1[CH2:54][CH2:53][CH2:52][CH2:51][CH2:50]1>>[CH:15]1([CH:8]([NH:12][C:13]([C:15]2[CH:45]=[CH:44][C:18]3[N:19]([CH:38]4[CH2:39][CH2:40][CH2:41][CH2:42][CH2:43]4)[C:20]([C:22]4[CH:23]=[C:24]5[C:29](=[CH:30][CH:31]=4)[N:28]=[C:27]([C:54]4[CH:49]=[CH:50][CH:51]=[CH:52][CH:53]=4)[CH:26]=[N:25]5)=[N:21][C:17]=3[CH:16]=2)=[O:14])[C:9]([OH:11])=[O:10])[CH2:45][CH2:44][CH2:18][CH2:17][CH2:16]1. Reported procedure: The general procedure described for Compound 242 was used with Fmoc-Cha Wang resin (250 mg, 0.4 mmol/g), producing 29 mg of the title compound (48% yield). MS: 586.27 (M−H+) HPLC Procedure A, retention time=14.94 min. Starting materials: CO, COC(=O)c1ccc(CN2CCOCC2)cc1O, Cl, Cl, [NH4+], [OH-]. Product: Cl, O=C(O)c1ccc(CN2CCOCC2)cc1O. RXN SMILES: [CH3:23][OH:24].[CH3:2][O:3][C:4]([c:5]1[c:6]([OH:18])[cH:7][c:8]([CH2:11][N:12]2[CH2:13][CH2:14][O:15][CH2:16][CH2:17]2)[cH:9][cH:10]1)=[O:19].[ClH:1].[ClH:22].[NH4+:20].[OH-:21]>>[ClH:1].[O:3]=[C:4]([c:5]1[c:6]([OH:18])[cH:7][c:8]([CH2:11][N:12]2[CH2:13][CH2:14][O:15][CH2:16][CH2:17]2)[cH:9][cH:10]1)[OH:19]. Starting materials: CON(C(=O)C=1N=CN(C1)C=1C=C(C=CC1)C1=C(C=CC=C1)C#N)C (1-(2′-Cyano-biphenyl-3-yl)-1H-imidazole-4-carboxylic acid methoxy-methyl-amide), BrC=1C=C(C=CC1)OC (3-bromoanisole). Product: COC=1C=C(C(=O)C=2N=CN(C2)C=2C=C(C=CC2)C=2C(=CC=CC2)C#N)C=CC1 (3′-[4-(3-Methoxy-benzoyl)-imidazol-1-yl]-biphenyl-2-carbonitrile). RXN SMILES: CON(C)[C:4]([C:6]1[N:7]=[CH:8][N:9]([C:11]2[CH:12]=[C:13]([C:17]3[CH:22]=[CH:21][CH:20]=[CH:19][C:18]=3[C:23]#[N:24])[CH:14]=[CH:15][CH:16]=2)[CH:10]=1)=[O:5].Br[C:27]1[CH:28]=[C:29]([O:33][CH3:34])[CH:30]=[CH:31][CH:32]=1>>[CH3:34][O:33][C:29]1[CH:28]=[C:27]([CH:32]=[CH:31][CH:30]=1)[C:4]([C:6]1[N:7]=[CH:8][N:9]([C:11]2[CH:12]=[C:13]([C:17]3[C:18]([C:23]#[N:24])=[CH:19][CH:20]=[CH:21][CH:22]=3)[CH:14]=[CH:15][CH:16]=2)[CH:10]=1)=[O:5]. Procedure details: This compound is prepared by method C using compound 12d and 3-bromoanisole. Starting materials: ClC1=CC=C(C=C1)CC(=O)OC (methyl p-chlorophenylacetate), [H-].[Na+] (NaH), ClC=1C2=CC=CC=C2N=C2C=CC=CC12 (9-chloroacridine). Run in CN(C)C=O (DMF), CN(C)C=O (DMF). Run at time 1 hour. The product is C1=CC=CC2=NC3=CC=CC=C3C(=C12)C(C(=O)OC)C1=CC=C(C=C1)Cl (Methyl α-(9-acridinyl)-α-(p-chlorophenyl)acetate). Reaction SMILES: [Cl:1][C:2]1[CH:7]=[CH:6][C:5]([CH2:8][C:9]([O:11][CH3:12])=[O:10])=[CH:4][CH:3]=1.[H-].[Na+].Cl[C:16]1[C:17]2[C:22]([N:23]=[C:24]3[C:29]=1[CH:28]=[CH:27][CH:26]=[CH:25]3)=[CH:21][CH:20]=[CH:19][CH:18]=2>CN(C=O)C>[CH:18]1[C:17]2[C:22](=[N:23][C:24]3[C:29]([C:16]=2[CH:8]([C:5]2[CH:4]=[CH:3][C:2]([Cl:1])=[CH:7][CH:6]=2)[C:9]([O:11][CH3:12])=[O:10])=[CH:28][CH:27]=[CH:26][CH:25]=3)[CH:21]=[CH:20][CH:19]=1 |f:1.2|. Reported procedure: After a mixture of DMF (250 ml), methyl p-chlorophenylacetate (25.9 g, 140 mmol) and NaH (211 mmol) was stirred at room temperature for 1 hour, 9-chloroacridine (15.0 g, 70.2 mmol) dissolved in 250 ml of DMF was added slowly. The resultant reaction mixture was stirred at room temperature for 18 hours. This reaction mixture was then poured onto 1.5 l. of an ice/H2O mixture and extracted with CHCl3 (500 ml). The CHCl3 extract was washed with H2O (3×500 ml) and dried over MgSO4. Evaporation of the ... The reactants are [Br-], [Li]CCCC, C1CCOC1, O=Cc1cc(OCc2ccccc2)ccc1O, C[P+](c1ccccc1)(c1ccccc1)c1ccccc1, ClCCl. Product: C=Cc1cc(OCc2ccccc2)ccc1O. RXN SMILES: [Br-:26].[CH2:1]([Li:2])[CH2:3][CH2:4][CH3:5].[CH2:47]1[O:48][CH2:49][CH2:50][CH2:51]1.[CH2:6]([c:7]1[cH:8][cH:9][cH:10][cH:11][cH:12]1)[O:13][c:14]1[cH:15][cH:16][c:17]([OH:22])[c:18]([CH:19]=[O:20])[cH:21]1.[CH3:27][P+:28]([c:29]1[cH:30][cH:31][cH:32][cH:33][cH:34]1)([c:35]1[cH:36][cH:37][cH:38][cH:39][cH:40]1)[c:41]1[cH:42][cH:43][cH:44][cH:45][cH:46]1.[Cl:23][CH2:24][Cl:25]>>[CH2:1]=[CH:19][c:18]1[c:17]([OH:22])[cH:16][cH:15][c:14]([O:13][CH2:6][c:7]2[cH:8][cH:9][cH:10][cH:11][cH:12]2)[cH:21]1.